Dataset: the Open Reaction Database (ORD), a public repository of structured organic reaction records. Task: describe an organic reaction: reactants, conditions, products, and yield Product: C1(CCCCC1)N(C)C=NC1=C(C=NC=C1)O (4-[[(N-cyclohexyl-N-methylamino)methylene]amino]-3-pyridinol). The reactants are CN(C)C=NC1=C(C=NC=C1)O (4-[[(dimethylamino)methylene]amino]-3-pyridinol), CNC1CCCCC1 (N-methylcyclohexylamine). Run in C1(=CC=CC=C1)C (toluene). Reaction SMILES: [CH3:1][N:2]([CH:4]=[N:5][C:6]1[CH:11]=[CH:10][N:9]=[CH:8][C:7]=1[OH:12])[CH3:3].CN[CH:15]1[CH2:20][CH2:19]C[CH2:17][CH2:16]1>C1(C)C=CC=CC=1>[CH:3]1([N:2]([CH:4]=[N:5][C:6]2[CH:11]=[CH:10][N:9]=[CH:8][C:7]=2[OH:12])[CH3:1])[CH2:19][CH2:20][CH2:15][CH2:16][CH2:17]1. Procedure details: A mixture of 4-[[(dimethylamino)methylene]amino]-3-pyridinol (5.00 g), N-methylcyclohexylamine (5.20 g), and anhydrous toluene (50 mL) was heated at reflux under nitrogen for 17 hours. The solution was concentrated under reduced pressure and the crude product chromatographed on silica gel (10% methanol in dichloromethane) to afford 5.92 g of solid. Recrystallization from ethyl acetate/hexanes afforded 4.90 g of crystalline material, m.p. 127°-129° C. The yield is 83.8%. The reactants are Cn1cc(Br)nc(Br)c1=O, CC(C)(C)[Si](C)(C)OCCn1cc(N)cn1, O=C([O-])[O-], C1COCCO1, O=C(C=Cc1ccccc1)C=Cc1ccccc1, O=C(C=Cc1ccccc1)C=Cc1ccccc1, O=C(C=Cc1ccccc1)C=Cc1ccccc1, [Cs+], [Cs+], [Pd], [Pd]. The product is Cn1cc(Br)nc(Nc2cnn(CCO[Si](C)(C)C(C)(C)C)c2)c1=O. As a reaction SMILES: [Br:17][c:18]1[c:19](=[O:26])[n:20]([CH3:25])[cH:21][c:22]([Br:24])[n:23]1.[C:1]([CH3:2])([CH3:3])([CH3:4])[Si:5]([O:6][CH2:7][CH2:8][n:9]1[n:10][cH:11][c:12]([NH2:14])[cH:13]1)([CH3:15])[CH3:16].[C:27](=[O:28])([O-:29])[O-:30].[CH2:89]1[O:90][CH2:91][CH2:92][O:93][CH2:94]1.[CH:35](=[CH:36][C:37]([CH:38]=[CH:39][c:40]1[cH:41][cH:42][cH:43][cH:44][cH:45]1)=[O:46])[c:47]1[cH:48][cH:49][cH:50][cH:51][cH:52]1.[CH:53](=[CH:54][C:55]([CH:56]=[CH:57][c:58]1[cH:59][cH:60][cH:61][cH:62][cH:63]1)=[O:64])[c:65]1[cH:66][cH:67][cH:68][cH:69][cH:70]1.[CH:71](=[CH:72][C:73]([CH:74]=[CH:75][c:76]1[cH:77][cH:78][cH:79][cH:80][cH:81]1)=[O:82])[c:83]1[cH:84][cH:85][cH:86][cH:87][cH:88]1.[Cs+:31].[Cs+:32].[Pd:33].[Pd:34]>>[C:1]([CH3:2])([CH3:3])([CH3:4])[Si:5]([O:6][CH2:7][CH2:8][n:9]1[n:10][cH:11][c:12]([NH:14][c:18]2[c:19](=[O:26])[n:20]([CH3:25])[cH:21][c:22]([Br:24])[n:23]2)[cH:13]1)([CH3:15])[CH3:16]. Reactants: COc1ccc(Cl)cc1C(=O)N=c1sn(C(C)(C)C)cc1CCCC(C)(C)O, CCN(CC)S(F)(F)F, ClCCl. Product: COc1ccc(Cl)cc1C(=O)N=c1sn(C(C)(C)C)cc1CCCC(C)(C)F. Reaction SMILES: [C:1]([CH3:2])([CH3:3])([CH3:4])[n:5]1[s:6][c:7](=[N:17][C:18]([c:19]2[c:20]([O:26][CH3:27])[cH:21][cH:22][c:23]([Cl:25])[cH:24]2)=[O:28])[c:8]([CH2:10][CH2:11][CH2:12][C:13]([CH3:14])([CH3:15])[OH:16])[cH:9]1.[CH2:29]([N:30]([S:31]([F:32])([F:33])[F:35])[CH2:34][CH3:36])[CH3:37].[Cl:38][CH2:39][Cl:40]>>[C:1]([CH3:2])([CH3:3])([CH3:4])[n:5]1[s:6][c:7](=[N:17][C:18]([c:19]2[c:20]([O:26][CH3:27])[cH:21][cH:22][c:23]([Cl:25])[cH:24]2)=[O:28])[c:8]([CH2:10][CH2:11][CH2:12][C:13]([CH3:14])([CH3:15])[F:35])[cH:9]1. Reactants: FC=1C=C2C(C(=CN(C2=C(C1F)F)C1=CC=C(C=C1)OC)C(=O)OCC)=O (ethyl 6,7,8-trifluoro-1-(4-methoxyphenyl)-1,4-dihydro-4-oxoquinoline-3-carboxylate), Br (hydrobromic acid). Run at temperature 120 celsius. Product: FC=1C=C2C(C(=CN(C2=C(C1F)F)C1=CC=C(C=C1)O)C(=O)O)=O (6,7,8-trifluoro-1-(4-hydroxyphenyl)-1,4-dihydro-4-oxoquinoline-3-carboxylic acid). Yield: 79.1%. RXN SMILES: [F:1][C:2]1[CH:3]=[C:4]2[C:9](=[C:10]([F:13])[C:11]=1[F:12])[N:8]([C:14]1[CH:19]=[CH:18][C:17]([O:20]C)=[CH:16][CH:15]=1)[CH:7]=[C:6]([C:22]([O:24]CC)=[O:23])[C:5]2=[O:27].Br>>[F:1][C:2]1[CH:3]=[C:4]2[C:9](=[C:10]([F:13])[C:11]=1[F:12])[N:8]([C:14]1[CH:15]=[CH:16][C:17]([OH:20])=[CH:18][CH:19]=1)[CH:7]=[C:6]([C:22]([OH:24])=[O:23])[C:5]2=[O:27]. Procedure: A mixture of ethyl 6,7,8-trifluoro-1-(4-methoxyphenyl)-1,4-dihydro-4-oxoquinoline-3-carboxylate (0.37 g) and 47% hydrobromic acid (4 ml) is heated at 120° C. for 3 hour. After cooling, the precipitated crystals are separated by filtration, washed with water and with a mixture of ethanol and ether to give 6,7,8-trifluoro-1-(4-hydroxyphenyl)-1,4-dihydro-4-oxoquinoline-3-carboxylic acid (0.26 g). The reactants are Cl.C(C)OC(CCCN)=O (4-Amino-butyric acid ethyl ester HCl salt), CCN(C(C)C)C(C)C (Hunig's base), COC(=O)C=1C(=C2C=C(C(N(C2=CN1)CC1=CC=CC=C1)=O)C1=CC=C(C=C1)OC)O (1-benzyl-5-hydroxy-3-(4-methoxy-phenyl)-2-oxo-1,2-dihydro-[1,7]naphthyridine-6-carboxylic acid methyl ester), [OH-].[Na+] (NaOH), C=1C=CC2=C(C1)N=NN2O (HOBt), C(CCl)Cl (EDC). The solvent is C1CCOC1 (THF), CO (MeOH), C(Cl)Cl (CH2Cl2), CCOC(=O)C (EtOAc). Conditions: time 8 hour. Yields the product C(C)OC(CCCNC(=O)C=1C(=C2C=C(C(N(C2=CN1)CC1=CC=CC=C1)=O)C1=CC=C(C=C1)OC)O)=O (4-{[1-Benzyl-5-hydroxy-3-(4-methoxy-phenyl)-2-oxo-1,2-dihydro-[1,7]naphthyridine-6-carbonyl]-amino}-butyric acid ethyl ester). Yield: 31.5%. Reaction SMILES: C[O:2][C:3]([C:5]1[C:6]([OH:31])=[C:7]2[C:12](=[CH:13][N:14]=1)[N:11]([CH2:15][C:16]1[CH:21]=[CH:20][CH:19]=[CH:18][CH:17]=1)[C:10](=[O:22])[C:9]([C:23]1[CH:28]=[CH:27][C:26]([O:29][CH3:30])=[CH:25][CH:24]=1)=[CH:8]2)=O.[OH-].[Na+].C1C=CC2N(O)N=NC=2C=1.C(Cl)CCl.Cl.[CH2:49]([O:51][C:52](=[O:57])[CH2:53][CH2:54][CH2:55][NH2:56])[CH3:50].CCN(C(C)C)C(C)C>CCOC(C)=O.C(Cl)Cl.C1COCC1.CO>[CH2:49]([O:51][C:52](=[O:57])[CH2:53][CH2:54][CH2:55][NH:56][C:3]([C:5]1[C:6]([OH:31])=[C:7]2[C:12](=[CH:13][N:14]=1)[N:11]([CH2:15][C:16]1[CH:17]=[CH:18][CH:19]=[CH:20][CH:21]=1)[C:10](=[O:22])[C:9]([C:23]1[CH:24]=[CH:25][C:26]([O:29][CH3:30])=[CH:27][CH:28]=1)=[CH:8]2)=[O:2])[CH3:50] |f:1.2,5.6|. Procedure: A mixture of 1-benzyl-5-hydroxy-3-(4-methoxy-phenyl)-2-oxo-1,2-dihydro-[1,7]naphthyridine-6-carboxylic acid methyl ester (51 mg, 0.123 mmol), 2 M NaOH (3 mL), MeOH (3 mL) and THF (3 mL) was stirred at r.t. overnight, then concentrated to approximately one-third of its original volume. 1 M HCl was added to acidify the mixture, and the resulting suspension was extracted with EtOAc. The organic layer was dried over MgSO4 and concentrated. To the residue were then added HOBt (27 mg, 0.20 mmol), CH2C...